describe an organic reaction: reactants, conditions, products, and yield From a dataset of the Open Reaction Database (ORD), a public repository of structured organic reaction records. The reactants are BrC1=CC=C(S1)C1CC(=NN1C1=C(C=C(C=C1)F)F)C(C(F)(F)F)(F)F (5-(5-Bromo-thiophen-2-yl)-1-(2,4-difluoro-phenyl)-3-pentafluoroethyl-4,5-dihydro-1H-pyrazole), C(=O)(OC(C)(C)C)N1CCNCC1 (1-BOC-piperazine), C=1C=CC(=CC1)P(C=2C=CC=CC2)C3=CC=C4C=CC=CC4=C3C5=C6C=CC=CC6=CC=C5P(C=7C=CC=CC7)C=8C=CC=CC8 (BINAP), CC(C)([O-])C.[Na+] (sodium t-butoxide). The reagents and catalysts are C=1C=CC(=CC1)/C=C/C(=O)/C=C/C2=CC=CC=C2.C=1C=CC(=CC1)/C=C/C(=O)/C=C/C2=CC=CC=C2.C=1C=CC(=CC1)/C=C/C(=O)/C=C/C2=CC=CC=C2.[Pd].[Pd] (Pd2(dba)3). Run in C1(=CC=CC=C1)C (toluene). Conditions: temperature 100 celsius, time 12 hour. Product: C(=O)(OC(C)(C)C)N1CCN(CC1)C1=CC=C(S1)C1CC(=NN1C1=C(C=C(C=C1)F)F)C(C(F)(F)F)(F)F (5-[5-(4-BOC-piperazin-1-yl)-thiophen-2-yl]-1-(2,4-difluoro-phenyl)-3-pentafluoroethyl-4,5-dihydro-1H-pyrazole). The yield is 78.9%. RXN SMILES: Br[C:2]1[S:6][C:5]([CH:7]2[N:11]([C:12]3[CH:17]=[CH:16][C:15]([F:18])=[CH:14][C:13]=3[F:19])[N:10]=[C:9]([C:20]([F:26])([F:25])[C:21]([F:24])([F:23])[F:22])[CH2:8]2)=[CH:4][CH:3]=1.[C:27]([N:34]1[CH2:39][CH2:38][NH:37][CH2:36][CH2:35]1)([O:29][C:30]([CH3:33])([CH3:32])[CH3:31])=[O:28].C1C=CC(P(C2C(C3C(P(C4C=CC=CC=4)C4C=CC=CC=4)=CC=C4C=3C=CC=C4)=C3C(C=CC=C3)=CC=2)C2C=CC=CC=2)=CC=1.CC(C)([O-])C.[Na+]>C1C=CC(/C=C/C(/C=C/C2C=CC=CC=2)=O)=CC=1.C1C=CC(/C=C/C(/C=C/C2C=CC=CC=2)=O)=CC=1.C1C=CC(/C=C/C(/C=C/C2C=CC=CC=2)=O)=CC=1.[Pd].[Pd].C1(C)C=CC=CC=1>[C:27]([N:34]1[CH2:35][CH2:36][N:37]([C:2]2[S:6][C:5]([CH:7]3[N:11]([C:12]4[CH:17]=[CH:16][C:15]([F:18])=[CH:14][C:13]=4[F:19])[N:10]=[C:9]([C:20]([F:26])([F:25])[C:21]([F:24])([F:23])[F:22])[CH2:8]3)=[CH:4][CH:3]=2)[CH2:38][CH2:39]1)([O:29][C:30]([CH3:33])([CH3:32])[CH3:31])=[O:28] |f:3.4,5.6.7.8.9|. Procedure details: 5-(5-Bromo-thiophen-2-yl)-1-(2,4-difluoro-phenyl)-3-pentafluoroethyl-4,5-dihydro-1H-pyrazole (500.0 mg, 1.08 mmol) prepared in Step 8 of Preparation 13, 1-BOC-piperazine (303.0 mg, 1.63 mmol), Pd2(dba)3 (50.2 mg, cat.), BINAP (67.3 mg, cat.) and sodium t-butoxide (187.6 mg, 1.95 mmol) were added to toluene (10.0 mL). The reaction mixture was stirred at 100° C. for 12 hours and then filtered through celite pad. A saturated solution of ammonium chloride was added to the filtrate, which was then ex... Starting materials: C(C1=CC=CC=C1)OC=1C=C2C(=NC=NC2=CC1OC)OC=1C=C(N)C=CC1 (3-(6-(benzyloxy)-7-methoxyquinazolin-4-yloxy)aniline). The reagents and catalysts are [Pd] (Pd/C). Solvent: C(C)O.C1CCOC1 (ethanol THF). Run at time 3 hour. Yields the product NC=1C=C(OC2=NC=NC3=CC(=C(C=C23)O)OC)C=CC1 (4-(3-aminophenoxy)-7-methoxyquinazolin-6-ol). Yield: 74.3%. Reaction SMILES: C([O:8][C:9]1[CH:10]=[C:11]2[C:16](=[CH:17][C:18]=1[O:19][CH3:20])[N:15]=[CH:14][N:13]=[C:12]2[O:21][C:22]1[CH:23]=[C:24]([CH:26]=[CH:27][CH:28]=1)[NH2:25])C1C=CC=CC=1>C(O)C.C1COCC1.[Pd]>[NH2:25][C:24]1[CH:23]=[C:22]([CH:28]=[CH:27][CH:26]=1)[O:21][C:12]1[C:11]2[C:16](=[CH:17][C:18]([O:19][CH3:20])=[C:9]([OH:8])[CH:10]=2)[N:15]=[CH:14][N:13]=1 |f:1.2|. Procedure details: A mixture of 3-(6-(benzyloxy)-7-methoxyquinazolin-4-yloxy)aniline (3.64 g, 0.00974 mol) and Pd/C (10%) in ethanol/THF (400 mL, 3/1) was hydrogenated at 1 atm. of H2, at 50-55° C. for 3 h. The mixture was filtered through Celite and the filtrate was concentrated to about 100 mL. The crude was left in the fridge overnight. The solid was filtered and washed with small portion of cold ethanol to afford 4-(3-aminophenoxy)-7-methoxyquinazolin-6-ol (2.05 g, 74.3% yield). 1HNMR (DMSO-d6): δ 10.30 (1H, s... The reactants are C1COCCO1, CC(C)(C)c1ccc(O)c(C=O)c1, Cl, NS(=O)(=O)O, [Na+], O=P([O-])(O)O. Yields the product CC(C)(C)c1ccc(O)c(C(=O)O)c1. RXN SMILES: [CH2:26]1[O:27][CH2:28][CH2:29][O:30][CH2:31]1.[CH3:12][C:13]([CH3:14])([CH3:15])[c:16]1[cH:17][cH:18][c:19]([OH:24])[c:20]([CH:21]=[O:22])[cH:23]1.[ClH:25].[NH2:1][S:2](=[O:3])(=[O:4])[OH:5].[Na+:6].[OH:7][P:8](=[O:9])([O-:10])[OH:11]>>[OH:7][C:21]([c:20]1[c:19]([OH:24])[cH:18][cH:17][c:16]([C:13]([CH3:12])([CH3:14])[CH3:15])[cH:23]1)=[O:22]. Starting materials: CC1=C(C(=O)C(C(=O)OCC)=CNC2=C(C=C(C=C2)F)F)C(=CC(=C1F)F)F (ethyl 2-(2-methyl-3,4,6-trifluorobenzoyl)-3-(2,4-difluorophenyl)aminoacrylate), [H-].[Na+] (sodium hydride). Yields the product FC1=C(C=CC(=C1)F)N1C=C(C(C2=C(C(=C(C=C12)F)F)C)=O)C(=O)OCC (ethyl 1-(2,4-difluorophenyl)-5-methyl-6,7-difluoro-1,4-dihydro-4-oxoquinoline-3-carboxylate). The yield is 67.0%. Reaction SMILES: [CH3:1][C:2]1[C:25]([F:26])=[C:24]([F:27])[CH:23]=[C:22](F)[C:3]=1[C:4]([C:6](=[CH:12][NH:13][C:14]1[CH:19]=[CH:18][C:17]([F:20])=[CH:16][C:15]=1[F:21])[C:7]([O:9][CH2:10][CH3:11])=[O:8])=[O:5].[H-].[Na+]>>[F:21][C:15]1[CH:16]=[C:17]([F:20])[CH:18]=[CH:19][C:14]=1[N:13]1[C:22]2[C:3](=[C:2]([CH3:1])[C:25]([F:26])=[C:24]([F:27])[CH:23]=2)[C:4](=[O:5])[C:6]([C:7]([O:9][CH2:10][CH3:11])=[O:8])=[CH:12]1 |f:1.2|. Procedure: Employing ethyl 2-(2-methyl-3,4,6-trifluorobenzoyl)-3-(2,4-difluorophenyl)aminoacrylate (1.1 g) and 60% sodium hydride (0.13 g), the procedure of Reference Example 9 is repeated to give ethyl 1-(2,4-difluorophenyl)-5-methyl-6,7-difluoro-1,4-dihydro-4-oxoquinoline-3-carboxylate (0.7 g).